Dataset: the Open Reaction Database (ORD), a public repository of structured organic reaction records. Task: describe an organic reaction: reactants, conditions, products, and yield Starting materials: OC1=C(C=O)C=CC=C1 (2-hydroxybenzaldehyde), CC=1N(C(=CC1)C)C1=CC=C(C=N1)C(C)=O (1-[6-(2,5-dimethyl-1H-pyrrol-1-yl)pyridin-3-yl]ethanone), Cl (HCl). Run in CCO (EtOH), [OH-].[Na+] (NaOH), CCO (EtOH). Yields the product CC=1N(C(=CC1)C)C1=CC=C(C=N1)C(\C=C\C1=C(C=CC=C1)O)=O ((2E)-1-[6-(2,5-dimethyl-1H-pyrrol-1-yl)pyridin-3-yl]-3-(2-hydroxyphenyl)prop-2-en-1-one). Yield: 36.0%. As a reaction SMILES: [OH:1][C:2]1[CH:9]=[CH:8][CH:7]=[CH:6][C:3]=1[CH:4]=O.[CH3:10][C:11]1[N:12]([C:17]2[N:22]=[CH:21][C:20]([C:23](=[O:25])[CH3:24])=[CH:19][CH:18]=2)[C:13]([CH3:16])=[CH:14][CH:15]=1.Cl>[OH-].[Na+].CCO>[CH3:10][C:11]1[N:12]([C:17]2[N:22]=[CH:21][C:20]([C:23](=[O:25])/[CH:24]=[CH:4]/[C:3]3[CH:6]=[CH:7][CH:8]=[CH:9][C:2]=3[OH:1])=[CH:19][CH:18]=2)[C:13]([CH3:16])=[CH:14][CH:15]=1 |f:3.4|. Procedure: To a vigorously stirred solution of 2-hydroxybenzaldehyde in 2.5N NaOH (2.2 mL) at 0° C. was added 1-[6-(2,5-dimethyl-1H-pyrrol-1-yl)pyridin-3-yl]ethanone (prepared by a method analogous to that described by Scott et al., Org. Proc. Res. And Dev., 8:587 (2004)) (0.58 g, 2.7 mmol) in EtOH (2 mL). The reaction mixture was allowed to stir and warm to rt whereupon an additional 1 mL of EtOH was added. The mixture turned a dark red color and was allowed to stir for 25 h. The reaction was neutralized ... The reactants are BrC1=CC=C(C=C1)O (4-Bromophenol), ClC(COS(=O)(=O)C1=CC=C(C=C1)C)C (2-chloropropyl-p-toluenesulfonate), C(=O)([O-])[O-].[Cs+].[Cs+] (Cs2CO3). Yields the product BrC1=CC=C(C=C1)OCCCCl (1-bromo-4-(3-chloropropoxy)benzene). Reaction SMILES: [Br:1][C:2]1[CH:7]=[CH:6][C:5](O)=[CH:4][CH:3]=1.[Cl:9][CH:10](C)[CH2:11]OS(C1C=CC(C)=CC=1)(=O)=O.[C:24]([O-:27])([O-])=O.[Cs+].[Cs+]>>[Br:1][C:2]1[CH:7]=[CH:6][C:5]([O:27][CH2:24][CH2:11][CH2:10][Cl:9])=[CH:4][CH:3]=1 |f:2.3.4|. Procedure: 4-Bromophenol was reacted with 2-chloropropyl-p-toluenesulfonate and Cs2CO3 to give 1-bromo-4-(3-chloropropoxy)benzene. Reactants: CO, Cl, [N-]=[N+]=NCC1Cc2c(F)c(F)cc(-c3ccccc3)c2O1. The product is NCC1Cc2c(F)c(F)cc(-c3ccccc3)c2O1. RXN SMILES: [CH3:23][OH:24].[ClH:22].[F:1][c:2]1[c:3]([F:21])[cH:4][c:5](-[c:15]2[cH:16][cH:17][cH:18][cH:19][cH:20]2)[c:6]2[c:7]1[CH2:8][CH:9]([CH2:11][N:12]=[N+:13]=[N-:14])[O:10]2>>[F:1][c:2]1[c:3]([F:21])[cH:4][c:5](-[c:15]2[cH:16][cH:17][cH:18][cH:19][cH:20]2)[c:6]2[c:7]1[CH2:8][CH:9]([CH2:11][NH2:12])[O:10]2.